describe an organic reaction: reactants, conditions, products, and yield From a dataset of the Open Reaction Database (ORD), a public repository of structured organic reaction records. Reported procedure: Successive treatment of 6-methyl-2-pyridone with a mixture of phosphoryl chloride and phosphorus pentachloride, and sodium methoxide gives 6-methoxy-2-methylpyridine which may be converted into 2-bromomethyl-6-methoxypyridine with N-bromosuccinimide. Substitution of 2-bromomethyl-6-methoxypyridine for 2-chloromethyl-3-methoxypyridine in the general procedure of Example 1(iii)-(v) leads to the preparation of N-cyano-N'-methyl-N"-[2-((6-methoxy-2-pyridyl)methylthio)ethyl]guanidine. Starting materials: CC1=CC=CC(N1)=O (6-methyl-2-pyridone), P(=O)(Cl)(Cl)Cl (phosphoryl chloride), P(Cl)(Cl)(Cl)(Cl)Cl (phosphorus pentachloride), C[O-].[Na+] (sodium methoxide). The product is COC1=CC=CC(=N1)C (6-methoxy-2-methylpyridine). RXN SMILES: [CH3:1][C:2]1[NH:7][C:6](=[O:8])[CH:5]=[CH:4][CH:3]=1.P(Cl)(Cl)(Cl)=O.P(Cl)(Cl)(Cl)(Cl)Cl.[CH3:20][O-].[Na+]>>[CH3:20][O:8][C:6]1[N:7]=[C:2]([CH3:1])[CH:3]=[CH:4][CH:5]=1 |f:3.4|. Reactants: COCC(NC(=O)OC(C)(C)C)C(=O)O, COS(=O)(=O)OC, CCCC(C)C, C1CCC(NC2CCCCC2)CC1, Cl, [H-], [NH4+], [Na+], C1CCOC1, [OH-], O. Product: COCC(C(=O)O)N(C)C(=O)OC(C)(C)C. RXN SMILES: [C:3]([CH3:4])([CH3:5])([CH3:6])[O:7][C:8](=[O:9])[NH:10][CH:11]([CH2:12][O:13][CH3:14])[C:15](=[O:16])[OH:17].[CH3:32][O:33][S:34]([O:35][CH3:36])(=[O:37])=[O:38].[CH3:42][CH2:43][CH2:44][CH:45]([CH3:46])[CH3:47].[CH:18]1([NH:19][CH:20]2[CH2:21][CH2:22][CH2:23][CH2:24][CH2:25]2)[CH2:26][CH2:27][CH2:28][CH2:29][CH2:30]1.[ClH:41].[H-:1].[NH4+:39].[Na+:2].[O:48]1[CH2:49][CH2:50][CH2:51][CH2:52]1.[OH-:40].[OH2:31]>>[C:3]([CH3:4])([CH3:5])([CH3:6])[O:7][C:8](=[O:9])[N:10]([CH:11]([CH2:12][O:13][CH3:14])[C:15](=[O:16])[OH:17])[CH3:18]. Starting materials: CCc1nc2ccccc2n1-c1nc(N2CCOCC2)c2nc(C3(O)CCCNC3)n(C)c2n1, C1CCOC1, CS(=O)(=O)Cl, CCN(C(C)C)C(C)C, Cl, Cl. The product is CCc1nc2ccccc2n1-c1nc(N2CCOCC2)c2nc(C3(O)CCCN(S(C)(=O)=O)C3)n(C)c2n1. Reaction SMILES: [CH2:3]([CH3:4])[c:5]1[n:6][c:7]2[c:8]([n:9]1-[c:10]1[n:11][c:12]([N:27]3[CH2:28][CH2:29][O:30][CH2:31][CH2:32]3)[c:13]3[n:14][c:15]([C:20]4([OH:26])[CH2:21][NH:22][CH2:23][CH2:24][CH2:25]4)[n:16]([CH3:19])[c:17]3[n:18]1)[cH:33][cH:34][cH:35][cH:36]2.[CH2:51]1[O:52][CH2:53][CH2:54][CH2:55]1.[CH3:46][S:47]([Cl:48])(=[O:49])=[O:50].[CH:37]([N:38]([CH2:39][CH3:40])[CH:41]([CH3:42])[CH3:43])([CH3:44])[CH3:45].[ClH:1].[ClH:2]>>[CH2:3]([CH3:4])[c:5]1[n:6][c:7]2[c:8]([n:9]1-[c:10]1[n:11][c:12]([N:27]3[CH2:28][CH2:29][O:30][CH2:31][CH2:32]3)[c:13]3[n:14][c:15]([C:20]4([OH:26])[CH2:21][N:22]([S:47]([CH3:46])(=[O:49])=[O:50])[CH2:23][CH2:24][CH2:25]4)[n:16]([CH3:19])[c:17]3[n:18]1)[cH:33][cH:34][cH:35][cH:36]2.